Dataset: the Open Reaction Database (ORD), a public repository of structured organic reaction records. Task: describe an organic reaction: reactants, conditions, products, and yield Starting materials: Cl.NC1=NN2C(C(N1)=S)=C(N=C2CCC)C (2-amino-5-methyl-7-propylimidazo[5,1-f]-as-triazine-4(3H)-thione, hydrochloride), [OH-].[Na+] (sodium hydroxide), IC (iodomethane). Reaction conditions: time 2 hour. The product is NC1=NN2C(C(=N1)SC)=C(N=C2CCC)C (2-amino-5-methyl-4-methylthio-7-propylimidazo[5,1-f]-as-triazine). As a reaction SMILES: Cl.[NH2:2][C:3]1[NH:8][C:7](=[S:9])[C:6]2=[C:10]([CH3:16])[N:11]=[C:12]([CH2:13][CH2:14][CH3:15])[N:5]2[N:4]=1.[OH-].[Na+].I[CH3:20]>>[NH2:2][C:3]1[N:8]=[C:7]([S:9][CH3:20])[C:6]2=[C:10]([CH3:16])[N:11]=[C:12]([CH2:13][CH2:14][CH3:15])[N:5]2[N:4]=1 |f:0.1,2.3|. Procedure: 2-amino-5-methyl-7-propylimidazo[5,1-f]-as-triazine-4(3H)-thione, hydrochloride (0.65 g.) in a slight excess of 2N sodium hydroxide was treated with iodomethane (0.4 g.) and the mixture was stirred 2 hours at room temperature. The solid was collected and crystallised from aqueous ethanol and had m.p. 139°-140°. Its hydrochloride melted at 207°-208°. The reactants are C(=O)(OC(C)(C)C)N[C@@H](CC1=CC=C(C=C1)OCC1=CC=CC=C1)[C@@H]1C[C@H](C(O1)=O)CC1=CC=C(C=C1)OCC1=CC=CC=C1 (5(S)-[1(S)-(Boc-amino)-2-(p-benzyloxyphenyl)-ethyl]-3(R)-(p-benzyloxyphenylmethyl)dihydrofuran-2-(3H)-one), [OH-].[Li+] (lithium hydroxide), C(OC)COC (dimethoxyethane). Run in O (water). Product: C(=O)(OC(C)(C)C)N[C@H]([C@H](C[C@H](C(=O)O)CC1=CC=C(C=C1)OCC1=CC=CC=C1)O)CC1=CC=C(C=C1)OCC1=CC=CC=C1 (5(S)-(Boc-amino)-4(S)-hydroxy-6-(p-benzyloxyphenyl)-2(R)-(p-benzyloxyphenylmethyl)-hexanoic acid). RXN SMILES: [C:1]([NH:8][C@H:9]([C@H:25]1[O:29][C:28](=[O:30])[C@H:27]([CH2:31][C:32]2[CH:37]=[CH:36][C:35]([O:38][CH2:39][C:40]3[CH:45]=[CH:44][CH:43]=[CH:42][CH:41]=3)=[CH:34][CH:33]=2)[CH2:26]1)[CH2:10][C:11]1[CH:16]=[CH:15]C(OCC2C=CC=CC=2)=[CH:13][CH:12]=1)([O:3][C:4]([CH3:7])([CH3:6])[CH3:5])=[O:2].[OH-:46].[Li+].[CH2:48]([CH2:51][O:52][CH3:53])OC>O>[C:1]([NH:8][C@@H:9]([CH2:10][C:11]1[CH:16]=[CH:15][C:53]([O:52][CH2:51][C:48]2[CH:26]=[CH:25][CH:9]=[CH:10][CH:11]=2)=[CH:13][CH:12]=1)[C@@H:25]([OH:46])[CH2:26][C@@H:27]([CH2:31][C:32]1[CH:37]=[CH:36][C:35]([O:38][CH2:39][C:40]2[CH:41]=[CH:42][CH:43]=[CH:44][CH:45]=2)=[CH:34][CH:33]=1)[C:28]([OH:29])=[O:30])([O:3][C:4]([CH3:7])([CH3:5])[CH3:6])=[O:2] |f:1.2|. Procedure: Analogously to Example 1i), 2.7 g (4.43 mmol) of 5(S)-[1(S)-(Boc-amino)-2-(p-benzyloxyphenyl)-ethyl]-3(R)-(p-benzyloxyphenylmethyl)dihydrofuran-2-(3H)-one in 59 ml of dimethoxyethane and 31.8 ml of water are hydrolysed with 14.8 ml of 1M lithium hydroxide solution. The reaction mixture, partially concentrated by evaporation, is poured onto a mixture of ice, 181 ml of sat. NH4Cl solution, 16.2 ml of 10% citric acid solution and 400 ml of ethyl acetate, and THF is added until the precipitated soli... Reactants: [BH4-], CN1C(=O)C(Br)(Br)CC1c1cncc(Br)c1, CCOC(C)=O, CCO, [Na+], [Te]. The product is CN1C(=O)CCC1c1cncc(Br)c1. As a reaction SMILES: [BH4-:1].[Br:4][c:5]1[cH:6][c:7]([CH:11]2[CH2:12][C:13]([Br:18])([Br:19])[C:14](=[O:17])[N:15]2[CH3:16])[cH:8][n:9][cH:10]1.[CH3:20][CH2:21][O:22][C:23](=[O:24])[CH3:25].[CH3:26][CH2:27][OH:28].[Na+:2].[Te:3]>>[Br:4][c:5]1[cH:6][c:7]([CH:11]2[CH2:12][CH2:13][C:14](=[O:17])[N:15]2[CH3:16])[cH:8][n:9][cH:10]1. The reactants are O.N (ammonia water), C(#N)C(C)C=1C=C(OC2=NC=CC=C2CC(=O)O)C=CC1 (2-[3'-(α-cyanoethyl)-phenoxy]-3-pyridylacetic acid), polyphosphoric acid, ice water. Reaction conditions: temperature 150 celsius, time 2 hour. Product: O=C1C2=C(OC3=C(C1)C=CC=N3)C=C(C=C2)C(C(=O)N)C (2-(5,6-dihydro-6-oxo benzo[b]pyrido[3,2-f]oxepin-9-yl)-propionamide). RXN SMILES: [C:1]([CH:3]([C:5]1[CH:6]=[C:7]([CH:19]=[CH:20][CH:21]=1)[O:8][C:9]1[C:14]([CH2:15][C:16]([OH:18])=O)=[CH:13][CH:12]=[CH:11][N:10]=1)[CH3:4])#[N:2].[OH2:22].N>>[O:18]=[C:16]1[CH2:15][C:14]2[CH:13]=[CH:12][CH:11]=[N:10][C:9]=2[O:8][C:7]2[CH:6]=[C:5]([CH:3]([CH3:4])[C:1]([NH2:2])=[O:22])[CH:21]=[CH:20][C:19]1=2 |f:1.2|. Procedure: The mixture of 1.3 g of 2-[3'-(α-cyanoethyl)-phenoxy]-3-pyridylacetic acid and 30 g of polyphosphoric acid was stirred at 150° C. for 2 hours. After cooling, to this was added ice-water and the mixture was alkalified with 10% ammonia water and extracted with chloroform. The extract was washed with saturated sodium chloride solution and dried over anhydrous sodium sulfate. The solvent was distilled off to obtain the oil, which was chromatographed over silica gel, eluted with chloroform/ethanol (5... Reactants: Cl (HCl), COC1=C2CC(CC=3C=CC=C(C=C1)C32)NC(C)=O (N-(4-Methoxy-2,3-dihydro-1H-phenalen-2-yl)acetamide), [OH-].[Na+] (NaOH). Solvent: C(C)O (ethanol). Conditions: temperature 90 celsius. Product: COC1=C2CC(CC=3C=CC=C(C=C1)C32)N ((4-METHOXY-2,3-DIHYDRO-1H-PHENALEN-2-YL)AMINE). Isolated yield 79.0%. RXN SMILES: [CH3:1][O:2][C:3]1[CH:14]=[CH:13][C:12]2[C:15]3[C:4]=1[CH2:5][CH:6]([NH:16]C(=O)C)[CH2:7][C:8]=3[CH:9]=[CH:10][CH:11]=2.Cl.[OH-].[Na+]>C(O)C>[CH3:1][O:2][C:3]1[CH:14]=[CH:13][C:12]2[C:15]3[C:4]=1[CH2:5][CH:6]([NH2:16])[CH2:7][C:8]=3[CH:9]=[CH:10][CH:11]=2 |f:2.3|. Procedure details: N-(4-Methoxy-2,3-dihydro-1H-phenalen-2-yl)acetamide (5.95mmol; 1.52g) is dissolved in 20 cm3 of ethanol to which are added 54 cm3 of 10% HCl. The mixture is maintained at 90° C. for 20 h. After cooling, 10% NaOH solution is added until the pH is basic and the amine is extracted with CH2Cl2. The organic phase is dried over MgSO4 and evaporated under reduced pressure. The title amine is thus isolated without further purification. Reported procedure: Benzyl bromide, 4.77 g (0.028 mol), was added dropwise to a solution of 15.0 g (0.031 mol) of tris(dimethylamino)sulfonium 1,1,1,3,3,4,4,5,5,5-decafluoro-2-(trifluoromethyl)-2-pentanide in 50 mL of acetonitrile at 25° C. and the reaction mixture was stirred overnight and then poured into water. The aqueous mixture was extracted with ether, and the ether extracts were dried (MgSO4) and then distilled to give 7.5 g (66%) of 3,3,4,4,5,5,5-heptafluoro-2,2-bis(trifluoromethyl)pentylbenzene as a color... Run at time 8 hour. The solvent is C(C)#N (acetonitrile). Reaction SMILES: [CH2:1](Br)[C:2]1[CH:7]=[CH:6][CH:5]=[CH:4][CH:3]=1.[F:9][C:10]([F:27])([F:26])[C-:11]([C:22]([F:25])([F:24])[F:23])[C:12]([F:21])([F:20])[C:13]([F:19])([F:18])[C:14]([F:17])([F:16])[F:15].CN([S+](N(C)C)N(C)C)C.O>C(#N)C>[F:20][C:12]([F:21])([C:13]([F:18])([F:19])[C:14]([F:15])([F:16])[F:17])[C:11]([C:22]([F:25])([F:24])[F:23])([C:10]([F:27])([F:26])[F:9])[CH2:1][C:2]1[CH:7]=[CH:6][CH:5]=[CH:4][CH:3]=1 |f:1.2|. Product: FC(C(CC1=CC=CC=C1)(C(F)(F)F)C(F)(F)F)(C(C(F)(F)F)(F)F)F (3,3,4,4,5,5,5-heptafluoro-2,2-bis(trifluoromethyl)pentylbenzene). Yield: 66.0%. Reactants: C(C1=CC=CC=C1)Br (Benzyl bromide), FC([C-](C(C(C(F)(F)F)(F)F)(F)F)C(F)(F)F)(F)F.CN(C)[S+](N(C)C)N(C)C (tris(dimethylamino)sulfonium 1,1,1,3,3,4,4,5,5,5-decafluoro-2-(trifluoromethyl)-2-pentanide), O (water). Starting materials: CCOC(=O)c1cc(C)c(C=O)[nH]1, CCO, [K+], [OH-], O. The product is Cc1cc(C(=O)O)[nH]c1C=O. As a reaction SMILES: [CH2:1]([CH3:2])[O:3][C:4](=[O:5])[c:6]1[nH:7][c:8]([CH:12]=[O:13])[c:9]([CH3:11])[cH:10]1.[CH3:14][CH2:15][OH:16].[K+:18].[OH-:17].[OH2:19]>>[O:3]=[C:4]([OH:5])[c:6]1[nH:7][c:8]([CH:12]=[O:13])[c:9]([CH3:11])[cH:10]1.